From a dataset of the Open Reaction Database (ORD), a public repository of structured organic reaction records. describe an organic reaction: reactants, conditions, products, and yield Starting materials: [Cl-].[Cl-].[Cl-].[Al+3] (aluminium trichloride), COC(=O)C1=CC2=C1C=C(C=C2)OC (5-methoxybenzocyclobutene-1-carboxylic acid methyl ester), CC=1C=C(C(=S)Cl)C=CC1 (m-methylthiobenzoyl chloride), ice, Cl (hydrochloric acid). Run in ClCCl (dichloromethane), O (water). Reaction conditions: time 30 minute. Yields the product COC(=O)C1=CC2=C1C=C(C(=C2)C(C2=CC(=CC=C2)C)=S)O (4-(m-methylthiobenzoyl)-5-hydroxybenzocyclobutene-1-carboxylic acid methyl ester). Reaction SMILES: [Cl-].[Cl-].[Cl-].[Al+3].[CH3:5][O:6][C:7]([C:9]1[C:12]2[CH:13]=[C:14]([O:17]C)[CH:15]=[CH:16][C:11]=2[CH:10]=1)=[O:8].[CH3:19][C:20]1[CH:21]=[C:22]([CH:26]=[CH:27][CH:28]=1)[C:23](Cl)=[S:24].Cl>ClCCl.O>[CH3:5][O:6][C:7]([C:9]1[C:12]2[CH:13]=[C:14]([OH:17])[C:15]([C:23](=[S:24])[C:22]3[CH:26]=[CH:27][CH:28]=[C:20]([CH3:19])[CH:21]=3)=[CH:16][C:11]=2[CH:10]=1)=[O:8] |f:0.1.2.3|. Procedure details: 28.26 g of aluminium trichloride are suspended in 70 ml of dichloromethane and, over a period of 15 minutes, 10.19 g of 5-methoxybenzocyclobutene-1-carboxylic acid methyl ester are added dropwise at from 20° to 30°. Stirring is carried out for 30 minutes, 20.8 g of m-methylthiobenzoyl chloride are added dropwise over a period of 20 minutes and the whole is stirred for 4 hours at room temperature, poured into a mixture of 200 g of ice, 20 ml of concentrated hydrochloric acid and 200 ml of water, ... Starting materials: NC1=C(C(=NC2=CC=CC(=C12)OCC(C)(C)N)C)C(=O)OCC (ethyl 4-amino-5-(2-amino-2-methylpropoxy)-2-methylquinoline-3-carboxylate), CC(CC(=O)O)C (3-methylbutanoic acid). Yields the product NC1=C(C(=NC2=CC=CC(=C12)OCC(C)(NC(CC(C)C)=O)C)C)C(=O)OCC (ethyl 4-amino-2-methyl-5-(2-methyl-2-(3-methylbutanamido)propoxy)-quinoline-3-carboxylate). RXN SMILES: [NH2:1][C:2]1[C:11]2[C:6](=[CH:7][CH:8]=[CH:9][C:10]=2[O:12][CH2:13][C:14]([NH2:17])([CH3:16])[CH3:15])[N:5]=[C:4]([CH3:18])[C:3]=1[C:19]([O:21][CH2:22][CH3:23])=[O:20].[CH3:24][CH:25]([CH3:30])[CH2:26][C:27](O)=[O:28]>>[NH2:1][C:2]1[C:11]2[C:6](=[CH:7][CH:8]=[CH:9][C:10]=2[O:12][CH2:13][C:14]([CH3:16])([NH:17][C:27](=[O:28])[CH2:26][CH:25]([CH3:30])[CH3:24])[CH3:15])[N:5]=[C:4]([CH3:18])[C:3]=1[C:19]([O:21][CH2:22][CH3:23])=[O:20]. Procedure: Prepared as in Example 24a from ethyl 4-amino-5-(2-amino-2-methylpropoxy)-2-methylquinoline-3-carboxylate (Example 24b) and 3-methylbutanoic acid as an off-white solid (100%). MS 402 (MH+). The reactants are BrC=1C=C(C(N(C1)C)=O)NC1=NC=NC=C1 (5-Bromo-1-methyl-3-(pyrimidin-4-ylamino)pyridin-2(1H)-one), CN1CC2=C(CC1)N=C(S2)N (5-Methyl-4,5,6,7-tetrahydrothiazolo[5,4-c]pyridin-2-amine), BrC=1C(N(C=C(C1)Br)C)=O (3,5-dibromo-1-methylpyridin-2(1H)-one). Product: BrC=1C=C(C(N(C1)C)=O)NC=1SC=2CN(CCC2N1)C (5-Bromo-1-methyl-3-(5-methyl-4,5,6,7-tetrahydrothiazolo[5,4-c]pyridin-2-ylamino)pyridin-2(1H)-one). Isolated yield 44.0%. Reaction SMILES: [Br:1][C:2]1[CH:3]=[C:4]([NH:10][C:11]2C=CN=[CH:13][N:12]=2)[C:5](=[O:9])[N:6]([CH3:8])[CH:7]=1.[CH3:17][N:18]1[CH2:23][CH2:22]C2N=C(N)[S:26][C:20]=2[CH2:19]1.BrC1C(=O)N(C)C=C(Br)C=1>>[Br:1][C:2]1[CH:3]=[C:4]([NH:10][C:11]2[S:26][C:20]3[CH2:19][N:18]([CH3:17])[CH2:23][CH2:22][C:13]=3[N:12]=2)[C:5](=[O:9])[N:6]([CH3:8])[CH:7]=1. Reported procedure: Following the procedures described for compound 113a and starting with 115a (4.0 g, 23.5 mmol) and 3,5-dibromo-1-methylpyridin-2(1H)-one (3.0 g, 17.8 mmol) afforded 115b as a yellow solid (2.8 g, 44%). MS: [M+H]+ 357.